From a dataset of the Open Reaction Database (ORD), a public repository of structured organic reaction records. describe an organic reaction: reactants, conditions, products, and yield Reactants: COc1ccc2ccc(=O)n(CC3OCCO3)c2n1, O, O=C(O)C(F)(F)F. Yields the product COc1ccc2ccc(=O)n(CC=O)c2n1. As a reaction SMILES: [O:1]1[CH:2]([CH2:6][n:7]2[c:8](=[O:19])[cH:9][cH:10][c:11]3[cH:12][cH:13][c:14]([O:17][CH3:18])[n:15][c:16]23)[O:5][CH2:4][CH2:3]1.[OH2:27].[OH:20][C:21]([C:22]([F:23])([F:24])[F:25])=[O:26]>>[O:1]=[CH:2][CH2:6][n:7]1[c:8](=[O:19])[cH:9][cH:10][c:11]2[cH:12][cH:13][c:14]([O:17][CH3:18])[n:15][c:16]12.